From a dataset of the Open Reaction Database (ORD), a public repository of structured organic reaction records. describe an organic reaction: reactants, conditions, products, and yield The reactants are O=C(CO)N1CCNCC1, CS(C)=O, CCN(C(C)C)C(C)C, N#Cc1cnc(Nc2cc(CCl)ccn2)s1, Cl, O. The product is N#Cc1cnc(Nc2cc(CN3CCN(C(=O)CO)CC3)ccn2)s1. Reaction SMILES: [C:18]([CH2:19][OH:20])(=[O:21])[N:22]1[CH2:23][CH2:24][NH:25][CH2:26][CH2:27]1.[CH3:37][S:38]([CH3:39])=[O:40].[CH:28]([N:29]([CH:30]([CH3:31])[CH3:32])[CH2:33][CH3:34])([CH3:35])[CH3:36].[Cl:1][CH2:2][c:3]1[cH:4][c:5]([NH:9][c:10]2[s:11][c:12]([C:15]#[N:16])[cH:13][n:14]2)[n:6][cH:7][cH:8]1.[ClH:17].[OH2:41]>>[CH2:2]([c:3]1[cH:4][c:5]([NH:9][c:10]2[s:11][c:12]([C:15]#[N:16])[cH:13][n:14]2)[n:6][cH:7][cH:8]1)[N:25]1[CH2:24][CH2:23][N:22]([C:18]([CH2:19][OH:20])=[O:21])[CH2:27][CH2:26]1. Reported procedure: A suspension of 2-(5-bromo-2-furanyl)-3H-imidazo[4,5-b]pyridine acetic acid (5.0 g, 0.0155 mole), 1,1'-carbonyldiimidazole (2.52 g, 0.0155 mole) and dry tetrahydrofuran (100 ml) was stirred at room temperature for 2.5 hours with a stream of nitrogen bubbling through it. A solution of dipropylamine 4.71 g, 0.046 mole) in tetrahydrofuran (6 ml) was added and the reaction mixture was refluxed for 15 hours, then stirred at room temperature. The solvents were removed under reduced pressure, and the r... Isolated yield 32.0%. Yields the product BrC1=CC=C(O1)C1=NC=2C(=NC=CC2)N1CC(=O)N(CCC)CCC (2-(5-Bromo-2-furanyl)-N,N-dipropyl-3H-imidazo[4,5-b]pyridine-3-acetamide). Run at time 2.5 hour. RXN SMILES: [Br:1][C:2]1[O:6][C:5]([C:7]2(CC(O)=O)[NH:15][C:10]3=[N:11][CH:12]=[CH:13][CH:14]=[C:9]3[NH:8]2)=[CH:4][CH:3]=1.C(N1C=CN=C1)(N1C=CN=C1)=O.[CH2:32]([NH:35][CH2:36][CH2:37][CH3:38])[CH2:33][CH3:34].[O:39]1CC[CH2:41][CH2:40]1>>[Br:1][C:2]1[O:6][C:5]([C:7]2[N:15]([CH2:41][C:40]([N:35]([CH2:36][CH2:37][CH3:38])[CH2:32][CH2:33][CH3:34])=[O:39])[C:10]3=[N:11][CH:12]=[CH:13][CH:14]=[C:9]3[N:8]=2)=[CH:4][CH:3]=1. Starting materials: BrC1=CC=C(O1)C1(NC=2C(=NC=CC2)N1)CC(=O)O (2-(5-bromo-2-furanyl)-3H-imidazo[4,5-b]pyridine acetic acid), C(=O)(N1C=NC=C1)N1C=NC=C1 (1,1'-carbonyldiimidazole), O1CCCC1 (tetrahydrofuran), C(CC)NCCC (dipropylamine), O1CCCC1 (tetrahydrofuran). Starting materials: ClC=1C=C(C=CC1Cl)C1C(NN(C1C1=CC=NC=C1)CC=1C=NC=CC1)=O (4-(3,4-Dichloro-phenyl)-5-pyridin-4-yl-1-pyridin-3-ylmethyl-pyrazolidin-3-one), [Li+].C[Si](C)(C)[N-][Si](C)(C)C (LHMDS), IC (iodomethane). Solvent: C1CCOC1 (THF), C1CCOC1 (THF). Conditions: temperature 0 celsius. Yields the product ClC=1C=C(C=CC1Cl)C=1C(N(N(C1C1=CC=NC=C1)CC=1C=NC=CC1)C)=O (4-(3,4-Dichloro-phenyl)-2-methyl-5-pyridin-4-yl-1-pyridin-3-ylmethyl-1,2-dihydro-pyrazol-3-one). As a reaction SMILES: [Cl:1][C:2]1[CH:3]=[C:4]([CH:9]2[CH:13]([C:14]3[CH:19]=[CH:18][N:17]=[CH:16][CH:15]=3)[N:12]([CH2:20][C:21]3[CH:22]=[N:23][CH:24]=[CH:25][CH:26]=3)[NH:11][C:10]2=[O:27])[CH:5]=[CH:6][C:7]=1[Cl:8].[Li+].[CH3:29][Si]([N-][Si](C)(C)C)(C)C.IC>C1COCC1>[Cl:1][C:2]1[CH:3]=[C:4]([C:9]2[C:10](=[O:27])[N:11]([CH3:29])[N:12]([CH2:20][C:21]3[CH:22]=[N:23][CH:24]=[CH:25][CH:26]=3)[C:13]=2[C:14]2[CH:15]=[CH:16][N:17]=[CH:18][CH:19]=2)[CH:5]=[CH:6][C:7]=1[Cl:8] |f:1.2|. Reported procedure: In a 100 mL round bottom flask, was added 70 mg 4-(3,4-Dichloro-phenyl)-5-pyridin-4-yl-1-pyridin-3-ylmethyl-pyrazolidin-3-one and 10 mL THF, stirred at 0° C. under nitrogen. 0.26 mL 1 M LHMDS in THF was added drop wise. After stirred at 0° C. for 30 min. 0.017 mL iodomethane was added drop wise. The resulted mixture was stirred from 0° C. to rt for 2 hour, quenched with 20 mL sat. NH4Cl, extracted with dichloromethane 3×25 mL. The crude MS showed the desired 4-(3,4-Dichloro-phenyl)-2-methyl-5-py... The reactants are Brc1csc(Br)n1, C1CCNCC1, C[Sn](C)(C)c1csc(N2CCCCC2)n1, O. Product: Brc1csc(N2CCCCC2)n1. RXN SMILES: [Br:16][c:17]1[s:18][cH:19][c:20]([Br:21])[n:22]1.[CH2:24]1[CH2:25][CH2:26][NH:27][CH2:28][CH2:29]1.[N:1]1([c:7]2[s:8][cH:9][c:10]([Sn:12]([CH3:13])([CH3:14])[CH3:15])[n:11]2)[CH2:2][CH2:3][CH2:4][CH2:5][CH2:6]1.[OH2:23]>>[N:1]1([c:7]2[s:8][cH:9][c:10]([Br:16])[n:11]2)[CH2:2][CH2:3][CH2:4][CH2:5][CH2:6]1. Starting materials: C(C)(=O)SCC1(CC2=CC=CC=C2CC1)C(=O)NCC(O)C(=O)OCC1=CC=CC=C1 (N-[[1,2,3,4-tetrahydro-2-[(acetylthio)methyl]-2-naphthalenyl]carbonyl]-isoserine, benzyl ester), FC(S(=O)(=O)O)(F)F (trifluoromethane sulfonic acid). Solvent: CSC (dimethylsulfide), C(Cl)Cl (methylene chloride). Run at time 1 hour. The product is C(C)(=O)SCC1(CC2=CC=CC=C2CC1)C(=O)NCC(O)C(=O)O (N-[[1,2,3,4-Tetrahydro-2-[(acetylthio)methyl]-2-naphthalenyl]carbonyl]-isoserine). Reaction SMILES: [C:1]([S:4][CH2:5][C:6]1([C:16]([NH:18][CH2:19][CH:20]([C:22]([O:24]CC2C=CC=CC=2)=[O:23])[OH:21])=[O:17])[CH2:15][CH2:14][C:13]2[C:8](=[CH:9][CH:10]=[CH:11][CH:12]=2)[CH2:7]1)(=[O:3])[CH3:2].FC(F)(F)S(O)(=O)=O>CSC.C(Cl)Cl>[C:1]([S:4][CH2:5][C:6]1([C:16]([NH:18][CH2:19][CH:20]([C:22]([OH:24])=[O:23])[OH:21])=[O:17])[CH2:15][CH2:14][C:13]2[C:8](=[CH:9][CH:10]=[CH:11][CH:12]=2)[CH2:7]1)(=[O:3])[CH3:2]. Reported procedure: Dissolve N-[[1,2,3,4-tetrahydro-2-[(acetylthio)methyl]-2-naphthalenyl]carbonyl]-isoserine, benzyl ester (882 mg, 2.00 mmol) in dimethylsulfide (2 mL) and add trifluoromethane sulfonic acid (0.2 mL). Stir at ambient temperature under an atmosphere of argon for 1 hour. Dilute to a volume of 50 mL with methylene chloride and extract with brine. Dry (MgSO4) and evaporate the solvent in vacuo to give the crude product. Purify the residue by column chromatography (acetic acid:ethyl acetate:hexane) to ... Reactants: [Br-], Brc1cccc(Br)c1, CO, COCCOCCOC, Oc1ccccc1. Yields the product Brc1cccc(Oc2ccccc2)c1. Reaction SMILES: [Br-:8].[Br:9][c:10]1[cH:11][cH:12][cH:13][c:14]([Br:15])[cH:16]1.[CH3:17][OH:18].[CH3:19][O:20][CH2:21][CH2:22][O:23][CH2:24][CH2:25][O:26][CH3:27].[OH:1][c:2]1[cH:3][cH:4][cH:5][cH:6][cH:7]1>>[O:1]([c:2]1[cH:3][cH:4][cH:5][cH:6][cH:7]1)[c:10]1[cH:11][cH:12][cH:13][c:14]([Br:15])[cH:16]1.